From a dataset of the Open Reaction Database (ORD), a public repository of structured organic reaction records. describe an organic reaction: reactants, conditions, products, and yield Reactants: CCC(C)(C)C(=O)O[C@H]1C[C@H](C=C2[C@H]1[C@H]([C@H](C=C2)C)CC[C@@H]3C[C@H](CC(=O)O3)O)C.B([O-])[O-] (Simvastatin boronate), B([O-])[O-] (boronate), CCC(C)(C)C(=O)O[C@H]1C[C@H](C=C2[C@H]1[C@H]([C@H](C=C2)C)CC[C@@H]3C[C@H](CC(=O)O3)O)C.B([O-])[O-] (Simvastatin boronate), diol, polyol. Yields the product CCC(C)(C)C(=O)O[C@H]1C[C@H](C=C2[C@H]1[C@H]([C@H](C=C2)C)CC[C@@H]3C[C@H](CC(=O)O3)O)C (simvastatin). RXN SMILES: [CH3:1][CH2:2][C:3]([C:6]([O:8][C@@H:9]1[C@@H:14]2[C@@H:15]([CH2:20][CH2:21][C@H:22]3[O:28][C:26](=[O:27])[CH2:25][C@H:24]([OH:29])[CH2:23]3)[C@@H:16]([CH3:19])[CH:17]=[CH:18][C:13]2=[CH:12][C@H:11]([CH3:30])[CH2:10]1)=[O:7])([CH3:5])[CH3:4].B([O-])[O-].B([O-])[O-]>>[CH3:1][CH2:2][C:3]([C:6]([O:8][C@@H:9]1[C@@H:14]2[C@@H:15]([CH2:20][CH2:21][C@H:22]3[O:28][C:26](=[O:27])[CH2:25][C@H:24]([OH:29])[CH2:23]3)[C@@H:16]([CH3:19])[CH:17]=[CH:18][C:13]2=[CH:12][C@H:11]([CH3:30])[CH2:10]1)=[O:7])([CH3:5])[CH3:4] |f:0.1|. Procedure: Alternatively, III may be dissolved in an organic solvent and recirculated over a supported diol or polyol stationary phase to which the boronate moiety of III becomes attached. The organic solution is concentrated to obtain simvastatin.